Dataset: the Open Reaction Database (ORD), a public repository of structured organic reaction records. Task: describe an organic reaction: reactants, conditions, products, and yield Starting materials: [Br-], Clc1nc(Cl)nc(Cl)n1, [Mg+]c1ccc(-c2ccccc2)cc1, c1ccccc1. Product: Clc1nc(Cl)nc(-c2ccc(-c3ccccc3)cc2)n1. As a reaction SMILES: [Br-:1].[Cl:15][c:16]1[n:17][c:18]([Cl:19])[n:20][c:21]([Cl:22])[n:23]1.[c:2]1(-[c:8]2[cH:9][cH:10][c:11]([Mg+:14])[cH:12][cH:13]2)[cH:3][cH:4][cH:5][cH:6][cH:7]1.[cH:24]1[cH:25][cH:26][cH:27][cH:28][cH:29]1>>[c:2]1(-[c:8]2[cH:9][cH:10][c:11](-[c:21]3[n:20][c:18]([Cl:19])[n:17][c:16]([Cl:15])[n:23]3)[cH:12][cH:13]2)[cH:3][cH:4][cH:5][cH:6][cH:7]1. The reactants are C(C)(C)(C)OC(N[C@@H](C(N[C@@H]([C@@H](C)C1=CC=CC=C1)C(NC=1SC=C(N1)C(CC)=O)=O)=O)C1=CC=C(C=C1)OCCN1CCOCC1)=O ({(R)-[4-(2-Morpholin-4-yl-ethoxy)-phenyl]-[(1S,2S)-2-phenyl-1-(4-propionyl-thiazol-2-ylcarbamoyl)-propylcarbamoyl]-methyl}-carbamic acid-tert-butyl ester). The solvent is FC(C(=O)O)(F)F (trifluoroacetic acid), ClCCl (dichloromethane). Run at time 2 hour. Product: N[C@@H](C(=O)N[C@H](C(=O)NC=1SC=C(N1)C(CC)=O)[C@@H](C)C1=CC=CC=C1)C1=CC=C(C=C1)OCCN1CCOCC1 ((2S,3S)-2-{(R)-2-amino-2-[4-(2-morpholin-4-yl-ethoxy)-phenyl]-acetylamino}-3-phenyl-N-(4-propionyl-thiazol-2-yl)-butyramide). RXN SMILES: C(OC(=O)[NH:7][C@H:8]([C:33]1[CH:38]=[CH:37][C:36]([O:39][CH2:40][CH2:41][N:42]2[CH2:47][CH2:46][O:45][CH2:44][CH2:43]2)=[CH:35][CH:34]=1)[C:9](=[O:32])[NH:10][C@H:11]([C:20](=[O:31])[NH:21][C:22]1[S:23][CH:24]=[C:25]([C:27](=[O:30])[CH2:28][CH3:29])[N:26]=1)[C@H:12]([C:14]1[CH:19]=[CH:18][CH:17]=[CH:16][CH:15]=1)[CH3:13])(C)(C)C>FC(F)(F)C(O)=O.ClCCl>[NH2:7][C@H:8]([C:33]1[CH:38]=[CH:37][C:36]([O:39][CH2:40][CH2:41][N:42]2[CH2:47][CH2:46][O:45][CH2:44][CH2:43]2)=[CH:35][CH:34]=1)[C:9]([NH:10][C@@H:11]([C@H:12]([C:14]1[CH:19]=[CH:18][CH:17]=[CH:16][CH:15]=1)[CH3:13])[C:20]([NH:21][C:22]1[S:23][CH:24]=[C:25]([C:27](=[O:30])[CH2:28][CH3:29])[N:26]=1)=[O:31])=[O:32]. Procedure: {(R)-[4-(2-Morpholin-4-yl-ethoxy)-phenyl]-[(1S,2S)-2-phenyl-1-(4-propionyl-thiazol-2-ylcarbamoyl)-propylcarbamoyl]-methyl}-carbamic acid-tert-butyl ester (0.19 mmol) was dissolved in a 30% v/v solution of trifluoroacetic acid in dichloromethane (5 mL) at 0° C. After stirring for 2 hours the reaction mixture was partitioned between ethyl acetate and saturated aqueous sodium bicarbonate solution. The aqueous layer was adjusted to pH=8 by the addition of solid sodium bicarbonate. The aqueous layer ... The reactants are CN1N=CC(=C1C)C1=CC(=C(C=C1)NC=O)OC (N-(4-(1,5-dimethy-1H-pyrazol-4-yl)-2-methoxyphenyl)formamide), CS(=O)(=O)C=1N=CC2=C(N1)C(=NC=C2)NCC(C)(C)C (2-(methylsulfonyl)-N-neopentylpyrido[3,4-d]pyrimidin-8-amine). The product is CN1N=CC(=C1C)C1=CC(=C(C=C1)NC=1N=CC2=C(N1)C(=NC=C2)NCC(C)(C)C)OC (N2-(4-(1,5-dimethyl-1H-pyrazol-4-yl)-2-methoxyphenyl)-N8-neopentylpyrido[3,4-d]pyrimidine-2,8-diamine). Isolated yield 8.0%. RXN SMILES: [CH3:1][N:2]1[C:6]([CH3:7])=[C:5]([C:8]2[CH:13]=[CH:12][C:11]([NH:14][CH:15]=O)=[C:10]([O:17][CH3:18])[CH:9]=2)[CH:4]=[N:3]1.CS(C1[N:24]=[CH:25][C:26]2[CH:32]=[CH:31][N:30]=[C:29]([NH:33][CH2:34][C:35]([CH3:38])([CH3:37])[CH3:36])[C:27]=2[N:28]=1)(=O)=O>>[CH3:1][N:2]1[C:6]([CH3:7])=[C:5]([C:8]2[CH:13]=[CH:12][C:11]([NH:14][C:15]3[N:24]=[CH:25][C:26]4[CH:32]=[CH:31][N:30]=[C:29]([NH:33][CH2:34][C:35]([CH3:38])([CH3:37])[CH3:36])[C:27]=4[N:28]=3)=[C:10]([O:17][CH3:18])[CH:9]=2)[CH:4]=[N:3]1. Reported procedure: The title compound was prepared according to Example 40 using N-(4-(1,5-dimethy-1H-pyrazol-4-yl)-2-methoxyphenyl)formamide (Preparation 77) and 2-(methylsulfonyl)-N-neopentylpyrido[3,4-d]pyrimidin-8-amine (Preparation 47). The residue was purified by silica gel column chromatography eluting with 50-100% EtOAc in cyclohexane followed by a second chromatography eluting with, 50-90% EtOAc in cyclohexane. The residue was passed through a SCX-2 cartridge eluting with 100% MeOH-1M NH3 in MeOH to give ... Reactants: solid, COC(=O)C1=NC(=NC(=C1O)O)CC1(CCCC1)C1=CC=CC=C1 (5,6-dihydroxy-2-(1-phenyl-cyclopentylmethyl)-pyrimidine-4-carboxylic acid methyl ester), CNC(=O)C=1N=C(NC(C1O)=O)CC1(CCCC1)C1=CC=CC=C1 (5-hydroxy-6-oxo-2-(1-phenyl-cyclopentylmethyl)-1,6-dihydro-pyrimidine-4-carboxylic acid methylamide). Product: C(C1=CC=CC=C1)NC(=O)C1=NC(=NC(=C1O)O)CC1(CCCC1)C1=CC=CC=C1 (5,6-Dihydroxy-2-(1-phenyl-cyclopentylmethyl)-pyrimidine-4-carboxylic acid benzylamide). Reaction SMILES: COC(C1C(O)=C(O)N=C(CC2([C:19]3[CH:24]=[CH:23][CH:22]=[CH:21][CH:20]=3)CCCC2)N=1)=O.[CH3:25][NH:26][C:27]([C:29]1[N:30]=[C:31]([CH2:37][C:38]2([C:43]3[CH:48]=[CH:47][CH:46]=[CH:45][CH:44]=3)[CH2:42][CH2:41][CH2:40][CH2:39]2)[NH:32][C:33](=[O:36])[C:34]=1[OH:35])=[O:28]>>[CH2:25]([NH:26][C:27]([C:29]1[C:34]([OH:35])=[C:33]([OH:36])[N:32]=[C:31]([CH2:37][C:38]2([C:43]3[CH:48]=[CH:47][CH:46]=[CH:45][CH:44]=3)[CH2:39][CH2:40][CH2:41][CH2:42]2)[N:30]=1)=[O:28])[C:19]1[CH:24]=[CH:23][CH:22]=[CH:21][CH:20]=1. Reported procedure: 5,6-Dihydroxy-2-(1-phenyl-cyclopentylmethyl)-pyrimidine-4-carboxylic acid benzylamide was synthesized as an off-white solid (20 mg, 30%) from 55 mg of 5,6-dihydroxy-2-(1-phenyl-cyclopentylmethyl)-pyrimidine-4-carboxylic acid methyl ester following the procedure described for 5-hydroxy-6-oxo-2-(1-phenyl-cyclopentylmethyl)-1,6-dihydro-pyrimidine-4-carboxylic acid methylamide (Example 9). LCMS: m/z=403.8 (MH+). Reactants: [N+](=O)([O-])C=1C=C(C=O)C=CC1 (3-nitrobenzaldehyde), 2d, C(CCC)[Li] (n-butyllithium), CCCCCC (hexane). The reagents and catalysts are [Br-].C[P+](C1=CC=CC=C1)(C1=CC=CC=C1)C1=CC=CC=C1 (methyltriphenylphosphonium bromide). The product is C(=C)C=1C=C(C=CC1)[N+](=O)[O-] (3-ethenylnitrobenzene). Reaction SMILES: [N+:1]([C:4]1[CH:5]=[C:6]([CH:9]=[CH:10][CH:11]=1)[CH:7]=O)([O-:3])=[O:2].[CH2:12]([Li])CCC.CCCCCC>[Br-].C[P+](C1C=CC=CC=1)(C1C=CC=CC=1)C1C=CC=CC=1>[CH:7]([C:6]1[CH:5]=[C:4]([N+:1]([O-:3])=[O:2])[CH:11]=[CH:10][CH:9]=1)=[CH2:12] |f:3.4|. Procedure details: Treatment of 3-nitrobenzaldehyde (20 g) with methyltriphenylphosphonium bromide (61.5g) and n-butyllithium in hexane (172 mmol), as described in Example 1a, gave 3-ethenylnitrobenzene (10.3 g), δ (360 MHz, CDCl3), 5.44 and 5.59 (2H, 2d, CH2), 6.75 (1H, dd, CH), 7.49 (1H, t, 5-H), 7.70 (1H, dd, 4-H), 8.09 (1H, dd, 6-H) and 8.24 (1H, d, 2-H).